From a dataset of the Open Reaction Database (ORD), a public repository of structured organic reaction records. describe an organic reaction: reactants, conditions, products, and yield Reactants: NC1=CC2=C(OCCCO2)C=C1[N+](=O)[O-] (7-amino-8-nitro-3,4-dihydro-2H-1,5-benzodioxepine). Reagents/catalysts: [Ni] (Raney-nickel). The solvent is CO (methanol). Product: O1CCCOC2=C1C=C(C(=C2)N)N (3,4-dihydro-2H-1,5-benzodioxepine-7,8-diamine). Isolated yield 88.1%. As a reaction SMILES: [NH2:1][C:2]1[C:12]([N+:13]([O-])=O)=[CH:11][C:5]2[O:6][CH2:7][CH2:8][CH2:9][O:10][C:4]=2[CH:3]=1>CO.[Ni]>[O:6]1[C:5]2[CH:11]=[C:12]([NH2:13])[C:2]([NH2:1])=[CH:3][C:4]=2[O:10][CH2:9][CH2:8][CH2:7]1. Procedure details: 10.2 g of 7-amino-8-nitro-3,4-dihydro-2H-1,5-benzodioxepine were hydrogenated in 500 ml of methanol with Raney-nickel. After separating the catalyst, the solution was evaporated and the residue was recrystallized from ethyl acetate/petroleum either (low boiling). 7.7 g of 3,4-dihydro-2H-1,5-benzodioxepine-7,8-diamine (88.0% of theory) of melting point 97°-102° C. were obtained. Reactants: CCO, CCOC(=O)CCn1ccc2c(-c3noc(-c4ccc(-c5ccccc5)c(C(F)(F)F)c4)n3)cccc21, [Na+], [OH-], O. Product: O=C([O-])CCn1ccc2c(-c3noc(-c4ccc(-c5ccccc5)c(C(F)(F)F)c4)n3)cccc21, [Na+]. Reaction SMILES: [CH3:41][CH2:42][OH:43].[F:1][C:2]([c:3]1[c:4](-[c:30]2[cH:31][cH:32][cH:33][cH:34][cH:35]2)[cH:5][cH:6][c:7](-[c:9]2[n:10][c:11](-[c:14]3[c:15]4[cH:16][cH:17][n:18]([CH2:23][CH2:24][C:25](=[O:26])[O:27][CH2:28][CH3:29])[c:19]4[cH:20][cH:21][cH:22]3)[n:12][o:13]2)[cH:8]1)([F:36])[F:37].[Na+:39].[OH-:38].[OH2:40]>>[F:1][C:2]([c:3]1[c:4](-[c:30]2[cH:31][cH:32][cH:33][cH:34][cH:35]2)[cH:5][cH:6][c:7](-[c:9]2[n:10][c:11](-[c:14]3[c:15]4[cH:16][cH:17][n:18]([CH2:23][CH2:24][C:25](=[O:26])[O-:27])[c:19]4[cH:20][cH:21][cH:22]3)[n:12][o:13]2)[cH:8]1)([F:36])[F:37].[Na+:39].